describe an organic reaction: reactants, conditions, products, and yield From a dataset of the Open Reaction Database (ORD), a public repository of structured organic reaction records. Starting materials: Br.C1(=CC=CC=C1)C(C1(CSC=2N1CCCCN2)O)C2=CC=CC=C2 (3-diphenylmethyl-2,3,5,6,7,8-hexahydrothiazolo[3,2-a][1,3]diazepin-3-ol hydrobromide), [OH-].[Na+] (sodium hydroxide). The solvent is CO (methanol). The product is C1(=CC=CC=C1)C(C1(CSC=2N1CCCCN2)O)C2=CC=CC=C2 (3-Diphenylmethyl-2,3,5,6,7,8-hexahydrothiazolo[3,2-a][1,3]diazepin-3-ol). RXN SMILES: Br.[C:2]1([CH:8]([C:20]2[CH:25]=[CH:24][CH:23]=[CH:22][CH:21]=2)[C:9]2([OH:19])[N:13]3[CH2:14][CH2:15][CH2:16][CH2:17][N:18]=[C:12]3[S:11][CH2:10]2)[CH:7]=[CH:6][CH:5]=[CH:4][CH:3]=1.[OH-].[Na+]>CO>[C:20]1([CH:8]([C:2]2[CH:7]=[CH:6][CH:5]=[CH:4][CH:3]=2)[C:9]2([OH:19])[N:13]3[CH2:14][CH2:15][CH2:16][CH2:17][N:18]=[C:12]3[S:11][CH2:10]2)[CH:21]=[CH:22][CH:23]=[CH:24][CH:25]=1 |f:0.1,2.3|. Procedure: A solution of 4.2 g. of 3-diphenylmethyl-2,3,5,6,7,8-hexahydrothiazolo[3,2-a][1,3]diazepin-3-ol hydrobromide in 50 ml. of 65% aqueous methanol is treated with 12 ml. of 1 N sodium hydroxide. The resulting solid is collected by filtration, washed with water and dried in vacuo at 40° C., giving the desired product, m.p. 123°-125° C.